Dataset: the Open Reaction Database (ORD), a public repository of structured organic reaction records. Task: describe an organic reaction: reactants, conditions, products, and yield Reactants: O=C1CCC(=O)N1Br, C1CCOC1, COC(=O)CCc1ccc(OC)c(OC)c1, C[Si](C)(C)Cl. Yields the product COC(=O)C(Br)Cc1ccc(OC)c(OC)c1. Reaction SMILES: [Br:22][N:23]1[C:24](=[O:25])[CH2:26][CH2:27][C:28]1=[O:29].[CH2:30]1[O:31][CH2:32][CH2:33][CH2:34]1.[CH3:6][O:7][C:8]([CH2:9][CH2:10][c:11]1[cH:12][c:13]([O:19][CH3:20])[c:14]([O:17][CH3:18])[cH:15][cH:16]1)=[O:21].[Cl:1][Si:2]([CH3:3])([CH3:4])[CH3:5]>>[CH3:6][O:7][C:8]([CH:9]([CH2:10][c:11]1[cH:12][c:13]([O:19][CH3:20])[c:14]([O:17][CH3:18])[cH:15][cH:16]1)[Br:22])=[O:21]. The reactants are P(=O)([O-])([O-])[O-] (phosphate), FCCOC[C@H]1N(C[C@H](C1)SC1=C(N2C([C@@H]([C@H]2[C@H]1C)[C@@H](C)O)=O)C(=O)OCC=C)C(=O)OCC1=CC=C(C=C1)[N+](=O)[O-] (allyl (4R,5S,6S)-3-[(2S,4S)-2-(2-fluoroethyloxymethyl)-1-(4-nitrobenzyloxycarbonyl)-pyrrolidin-4-yl]thio-6-[(1R)-1-hydroxyethyl]-4-methyl-7-oxo-1-azabicyclo[3.2.0]hept-2-ene-2-carboxylate), C(C)C(C(=O)[O-])CCCC.[Na+] (sodium 2-ethylhexanoate), C1(=CC=CC=C1)P(C1=CC=CC=C1)C1=CC=CC=C1 (triphenylphosphine), [H][H] (hydrogen). The reagents and catalysts are C=1C=CC(=CC1)[P](C=2C=CC=CC2)(C=3C=CC=CC3)[Pd]([P](C=4C=CC=CC4)(C=5C=CC=CC5)C=6C=CC=CC6)([P](C=7C=CC=CC7)(C=8C=CC=CC8)C=9C=CC=CC9)[P](C=1C=CC=CC1)(C=1C=CC=CC1)C=1C=CC=CC1 (tetrakis(triphenylphosphine)palladium(0)), [OH-].[OH-].[Pd+2] (palladium hydroxide on carbon). Solvent: O1CCCC1 (tetrahydrofuran). Run at time 1 hour. Product: FCCOC[C@H]1NC[C@H](C1)SC1=C(N2C([C@@H]([C@H]2[C@H]1C)[C@@H](C)O)=O)C(=O)O ((4R,5S,6S)-3-[(2S,4S)-2-(2-fluoroethyloxymethyl)pyrrolidin-4-yl]thio-6-[(1R)-1-hydroxyethyl]-4-methyl-7-oxo-1-azabicyclo[3.2.0]hept-2-ene-2-carboxylic acid). Isolated yield 53.2%. RXN SMILES: [F:1][CH2:2][CH2:3][O:4][CH2:5][C@@H:6]1[CH2:10][C@H:9]([S:11][C:12]2[C@H:18]([CH3:19])[C@H:17]3[N:14]([C:15](=[O:23])[C@@H:16]3[C@H:20]([OH:22])[CH3:21])[C:13]=2[C:24]([O:26]CC=C)=[O:25])[CH2:8][N:7]1C(OCC1C=CC([N+]([O-])=O)=CC=1)=O.C(C(CCCC)C([O-])=O)C.[Na+].C1(P(C2C=CC=CC=2)C2C=CC=CC=2)C=CC=CC=1.P([O-])([O-])([O-])=O.[H][H]>O1CCCC1.C1C=CC([P]([Pd]([P](C2C=CC=CC=2)(C2C=CC=CC=2)C2C=CC=CC=2)([P](C2C=CC=CC=2)(C2C=CC=CC=2)C2C=CC=CC=2)[P](C2C=CC=CC=2)(C2C=CC=CC=2)C2C=CC=CC=2)(C2C=CC=CC=2)C2C=CC=CC=2)=CC=1.[OH-].[OH-].[Pd+2]>[F:1][CH2:2][CH2:3][O:4][CH2:5][C@@H:6]1[CH2:10][C@H:9]([S:11][C:12]2[C@H:18]([CH3:19])[C@H:17]3[N:14]([C:15](=[O:23])[C@@H:16]3[C@H:20]([OH:22])[CH3:21])[C:13]=2[C:24]([OH:26])=[O:25])[CH2:8][NH:7]1 |f:1.2,8.9.10,^1:88,90,109,128|. Procedure: To a solution of allyl (4R,5S,6S)-3-[(2S,4S)-2-(2-fluoroethyloxymethyl)-1-(4-nitrobenzyloxycarbonyl)-pyrrolidin-4-yl]thio-6-[(1R)-1-hydroxyethyl]-4-methyl-7-oxo-1-azabicyclo[3.2.0]hept-2-ene-2-carboxylate (4.00 g), sodium 2-ethylhexanoate (1.21 g), and triphenylphosphine (0.35 g) in tetrahydrofuran (120 ml) was added tetrakis(triphenylphosphine)palladium(0) (0.77 g) at ambient temperature in a stream of nitrogen. The mixture was stirred at the same condition for one hour. To the mixture was adde...